From a dataset of the Open Reaction Database (ORD), a public repository of structured organic reaction records. describe an organic reaction: reactants, conditions, products, and yield Starting materials: ClC1=NC=C(C(=N1)N([C@@H](C(=O)OC)CC)C1CCCC1)[N+](=O)[O-] ((R)-Methyl 2-((2-chloro-5-nitropyrimidin-4-yl)(cyclopentyl)amino)butanoate). Run in CC(=O)C (acetone). Yields the product ClC1=NC=C(C(=N1)N([C@@H](C(=O)OC)CC)C(C)C)[N+](=O)[O-] ((R)-methyl 2-((2-chloro-5-nitropyrimidin-4-yl)(isopropyl)amino)butanoate). Reaction SMILES: [Cl:1][C:2]1[N:7]=[C:6]([N:8]([CH:16]2[CH2:20]CC[CH2:17]2)[C@H:9]([CH2:14][CH3:15])[C:10]([O:12][CH3:13])=[O:11])[C:5]([N+:21]([O-:23])=[O:22])=[CH:4][N:3]=1>CC(C)=O>[Cl:1][C:2]1[N:7]=[C:6]([N:8]([CH:16]([CH3:20])[CH3:17])[C@H:9]([CH2:14][CH3:15])[C:10]([O:12][CH3:13])=[O:11])[C:5]([N+:21]([O-:23])=[O:22])=[CH:4][N:3]=1. Procedure details: Intermediate C-1 was prepared similarly to the synthetic methods used to prepare Intermediate A with the exception that acetone was used instead of cyclopentanone in the reductive amination step. The reactants are CC(C)Oc1ccc(-c2nc(Br)ns2)cc1C#N, CCc1c(C=O)cccc1B1OC(C)(C)C(C)(C)O1, CN(C)C=O, CCOC(C)=O, [K+], [K+], [K+], O, O=P([O-])([O-])[O-], c1ccc(P(c2ccccc2)(c2ccccc2)[Pd](P(c2ccccc2)(c2ccccc2)c2ccccc2)(P(c2ccccc2)(c2ccccc2)c2ccccc2)P(c2ccccc2)(c2ccccc2)c2ccccc2)cc1. Product: CCc1c(C=O)cccc1-c1nsc(-c2ccc(OC(C)C)c(C#N)c2)n1. Reaction SMILES: [Br:1][c:2]1[n:3][s:4][c:5](-[c:7]2[cH:8][cH:9][c:10]([O:15][CH:16]([CH3:17])[CH3:18])[c:11]([C:12]#[N:13])[cH:14]2)[n:6]1.[CH2:19]([CH3:20])[c:21]1[c:22]([CH:23]=[O:24])[cH:25][cH:26][cH:27][c:28]1[B:29]1[O:30][C:31]([CH3:32])([CH3:33])[C:34]([CH3:35])([CH3:36])[O:37]1.[CH3:46][N:47]([CH3:48])[CH:49]=[O:50].[CH3:52][CH2:53][O:54][C:55](=[O:56])[CH3:57].[K+:43].[K+:44].[K+:45].[OH2:51].[P:38]([O-:39])([O-:40])([O-:41])=[O:42].[cH:58]1[cH:59][cH:60][c:61]([P:62]([Pd:63]([P:64]([c:65]2[cH:66][cH:67][cH:68][cH:69][cH:70]2)([c:71]2[cH:72][cH:73][cH:74][cH:75][cH:76]2)[c:77]2[cH:78][cH:79][cH:80][cH:81][cH:82]2)([P:83]([c:84]2[cH:85][cH:86][cH:87][cH:88][cH:89]2)([c:90]2[cH:91][cH:92][cH:93][cH:94][cH:95]2)[c:96]2[cH:97][cH:98][cH:99][cH:100][cH:101]2)[P:102]([c:103]2[cH:104][cH:105][cH:106][cH:107][cH:108]2)([c:109]2[cH:110][cH:111][cH:112][cH:113][cH:114]2)[c:115]2[cH:116][cH:117][cH:118][cH:119][cH:120]2)([c:121]2[cH:122][cH:123][cH:124][cH:125][cH:126]2)[c:127]2[cH:128][cH:129][cH:130][cH:131][cH:132]2)[cH:133][cH:134]1>>[c:2]1(-[c:28]2[c:21]([CH2:19][CH3:20])[c:22]([CH:23]=[O:24])[cH:25][cH:26][cH:27]2)[n:3][s:4][c:5](-[c:7]2[cH:8][cH:9][c:10]([O:15][CH:16]([CH3:17])[CH3:18])[c:11]([C:12]#[N:13])[cH:14]2)[n:6]1. The reactants are COC(CN1C(=NC2=C1C(=CC=C2)C(=O)OC)C(C)C)OC (methyl 1-(2,2-dimethoxyethyl)-2-isopropyl-1H-benzo[d]imidazole-7-carboxylate), O (water), FC(C(=O)O)(F)F (trifluoroacetic acid). Run in C(Cl)Cl (methylene chloride). Conditions: time 2 hour. Yields the product CC1=NC2=C(N1CC=O)C(=CC=C2)C(=O)OC (methyl 2-methyl-1-(2-oxoethyl)-1H-benzo[d]imidazole-7-carboxylate). Yield: 56.0%. Reaction SMILES: C[O:2][CH:3](OC)[CH2:4][N:5]1[C:9]2[C:10]([C:14]([O:16][CH3:17])=[O:15])=[CH:11][CH:12]=[CH:13][C:8]=2[N:7]=[C:6]1[CH:18](C)C.O.FC(F)(F)C(O)=O>C(Cl)Cl>[CH3:18][C:6]1[N:5]([CH2:4][CH:3]=[O:2])[C:9]2[C:10]([C:14]([O:16][CH3:17])=[O:15])=[CH:11][CH:12]=[CH:13][C:8]=2[N:7]=1. Procedure: To a stirred solution of methyl 1-(2,2-dimethoxyethyl)-2-isopropyl-1H-benzo[d]imidazole-7-carboxylate from Step A above in methylene chloride were added water and trifluoroacetic acid and the reaction was stirred at room temperature for 2 h and then heated at reflux for 3.5 h. The reaction mixture was concentrated under reduced pressure to remove the excess trifluoroacetic acid, diluted with methylene chloride, washed with saturated aqueous sodium bicarbonate, re-extracted with methylene chlorid... Starting materials: CO, COC(=O)c1cccc([N+](=O)[O-])c1O. The product is COC(=O)c1cccc(N)c1O. As a reaction SMILES: [CH3:15][OH:16].[OH:1][c:2]1[c:3]([C:4](=[O:5])[O:6][CH3:7])[cH:8][cH:9][cH:10][c:11]1[N+:12]([O-:13])=[O:14]>>[OH:1][c:2]1[c:3]([C:4](=[O:5])[O:6][CH3:7])[cH:8][cH:9][cH:10][c:11]1[NH2:12]. Procedure details: A solution of (2R,4R)-3-(trifluoromethyl)benzyl 4-hydroxy-1-(3-(trifluoromethyl)benzyl)pyrrolidine-2-carboxylate (D81) (200 mg, 0.45 mmol) in DCM (20 ml) cooled at −20° C. was treated with DAST (0.148 ml, 1.11 mmol) and the mixture was first stirred 1 h at −20° C. then 18 hrs at RT. The reaction was quenched with NaHCO3 sat. sol. and the aqueous phase extracted with DCM (3×5 ml), dried over MgSO4 and evaporated. The residue was purified by Biotage SNAP-Si column (25 g) eluting with petroleum eth... Run at time 1 hour. Product: FC1CC(N(C1)CC1=CC(=CC=C1)C(F)(F)F)C(=O)OCC1=CC(=CC=C1)C(F)(F)F (3-(trifluoromethyl)benzyl 4-fluoro-1-(3-(trifluoromethyl)benzyl)pyrrolidine-2-carboxylate). The reactants are O[C@@H]1C[C@@H](N(C1)CC1=CC(=CC=C1)C(F)(F)F)C(=O)OCC1=CC(=CC=C1)C(F)(F)F ((2R,4R)-3-(trifluoromethyl)benzyl 4-hydroxy-1-(3-(trifluoromethyl)benzyl)pyrrolidine-2-carboxylate), CCN(CC)S(F)(F)F (DAST). Run in C(Cl)Cl (DCM). Yield: 54.4%. As a reaction SMILES: O[C@H:2]1[CH2:6][N:5]([CH2:7][C:8]2[CH:13]=[CH:12][CH:11]=[C:10]([C:14]([F:17])([F:16])[F:15])[CH:9]=2)[C@@H:4]([C:18]([O:20][CH2:21][C:22]2[CH:27]=[CH:26][CH:25]=[C:24]([C:28]([F:31])([F:30])[F:29])[CH:23]=2)=[O:19])[CH2:3]1.CCN(S(F)(F)[F:38])CC>C(Cl)Cl>[F:38][CH:2]1[CH2:6][N:5]([CH2:7][C:8]2[CH:13]=[CH:12][CH:11]=[C:10]([C:14]([F:17])([F:16])[F:15])[CH:9]=2)[CH:4]([C:18]([O:20][CH2:21][C:22]2[CH:27]=[CH:26][CH:25]=[C:24]([C:28]([F:31])([F:30])[F:29])[CH:23]=2)=[O:19])[CH2:3]1. Starting materials: NC=1N=C(N=NC1C1=CC=CC=C1)C (5-Amino-3-methyl-6-phenyl-[1,2,4]triazine), BrCC(=O)Br (bromoacetyl bromide), N1=CC=CC=C1 (pyridine). The reagents and catalysts are CN(C1=CC=NC=C1)C (4-dimethylaminopyridine). The solvent is ClCCl (dichloromethane). Run at time 2 hour. Yields the product BrCC(=O)NC=1N=C(N=NC1C1=CC=CC=C1)C (5-(bromoacetamido)-3-methyl-6-phenyl-[1,2,4]triazine). As a reaction SMILES: [NH2:1][C:2]1[N:3]=[C:4]([CH3:14])[N:5]=[N:6][C:7]=1[C:8]1[CH:13]=[CH:12][CH:11]=[CH:10][CH:9]=1.[Br:15][CH2:16][C:17](Br)=[O:18].N1C=CC=CC=1>ClCCl.CN(C)C1C=CN=CC=1>[Br:15][CH2:16][C:17]([NH:1][C:2]1[N:3]=[C:4]([CH3:14])[N:5]=[N:6][C:7]=1[C:8]1[CH:13]=[CH:12][CH:11]=[CH:10][CH:9]=1)=[O:18]. Procedure details: To a solution of 5-amino-3-methyl-6-phenyl-[1,2,4]triazine (Example 25, step b); 550 mg, 2.96 mmol) in dichloromethane was added bromoacetyl bromide (0.308 ml, 3.55 mmol), pyridine (0.357 ml, 4.44 mmol) and 4-dimethylaminopyridine (10 mg). The reaction mixture was stirred under nitrogen at room temperature for 2 h, then evaporated in vacuo. The residue was purified by flash chromatography (SiO2; 40% ethyl acetate in hexanes) to yield 5-(bromoacetamido)-3-methyl-6-phenyl-[1,2,4]triazine (475 mg),... Reactants: COC=1C=C(C=CC1[N+](=O)[O-])C1=CC=NC=C1 (4-[3-(methyloxy)-4-nitrophenyl]pyridine). The reagents and catalysts are [Pt]=O (platinum oxide). Solvent: CC(C)O (iPrOH), CC(=O)O (HOAc), CC(C)O (iPrOH). Conditions: time 3 day. Yields the product COC1=C(N)C=CC(=C1)C1CCNCC1 (2-(methyloxy)-4-(4-piperidinyl)aniline). Isolated yield 12.0%. RXN SMILES: [CH3:1][O:2][C:3]1[CH:4]=[C:5]([C:12]2[CH:17]=[CH:16][N:15]=[CH:14][CH:13]=2)[CH:6]=[CH:7][C:8]=1[N+:9]([O-])=O>CC(O)=O.CC(O)C.[Pt]=O>[CH3:1][O:2][C:3]1[CH:4]=[C:5]([CH:12]2[CH2:17][CH2:16][NH:15][CH2:14][CH2:13]2)[CH:6]=[CH:7][C:8]=1[NH2:9]. Procedure: To 4-[3-(methyloxy)-4-nitrophenyl]pyridine (Example 137, step A) (4.6 g, 20 mmol) in HOAc (20 mL) is added platinum oxide (460 mg, 2 mmol). The reaction was evacuated then refilled with 60 psi H2 gas. The reaction was stirred under a H2 atmosphere for 3 days. The reaction was evacuated and the atmosphere replaced with N2. The solvent was removed under vacuum, and the residue taken up in DCM/MeOH. Silica was added, and the solvent removed under vacuum. Silica gel chromatography provided material ... The reactants are CC(=O)O, Cl, N#CCc1ccc(F)cc1OCC(F)(F)F. The product is O=C(O)Cc1ccc(F)cc1OCC(F)(F)F. Reaction SMILES: [CH3:18][C:19]([OH:20])=[O:21].[ClH:17].[F:1][C:2]([CH2:3][O:4][c:5]1[c:6]([CH2:12][C:13]#[N:14])[cH:7][cH:8][c:9]([F:11])[cH:10]1)([F:15])[F:16]>>[F:1][C:2]([CH2:3][O:4][c:5]1[c:6]([CH2:18][C:19]([OH:20])=[O:21])[cH:7][cH:8][c:9]([F:11])[cH:10]1)([F:15])[F:16]. As a reaction SMILES: P(Cl)(Cl)(Cl)=O.[N:6]1[N:10]2[CH2:11][CH2:12][CH2:13][N:14](C=O)[C:9]2=[CH:8][CH:7]=1.O.[C:18](=O)([O-])[O-:19].[Na+].[Na+]>CN(C)C=O>[N:6]1[N:10]2[CH2:11][CH2:12][CH2:13][NH:14][C:9]2=[C:8]([CH:18]=[O:19])[CH:7]=1 |f:3.4.5|. Run at temperature 80 celsius, time 2 hour. Procedure details: To N,N-dimethylformamide (307 ml) was added dropwise phosphorus oxychloride (123 ml) under ice-cooling. To the mixture was added a solution of 4,5,6,7-tetrahydropyrazolo[1,5-a]pyrimidine-4-carbaldehyde (100 g) in N,N-dimethylformamide (200 ml) under ice-cooling. The reaction mixture was stirred at 80° C. for 2 hours. After cooling, water was added to the reaction mixture, and the mixture was neutralized with sodium carbonate. The mixture was extracted with chloroform. The organic layer was dried... Yields the product N1=CC(=C2N1CCCN2)C=O (4,5,6,7-tetrahydropyrazolo[1,5-a]pyrimidine-3-carbaldehyde). The solvent is CN(C=O)C (N,N-dimethylformamide), CN(C=O)C (N,N-dimethylformamide). Reactants: N1=CC=C2N1CCCN2C=O (4,5,6,7-tetrahydropyrazolo[1,5-a]pyrimidine-4-carbaldehyde), C([O-])([O-])=O.[Na+].[Na+] (sodium carbonate), P(=O)(Cl)(Cl)Cl (phosphorus oxychloride), O (water).